This data is from the Open Reaction Database (ORD), a public repository of structured organic reaction records. The task is: describe an organic reaction: reactants, conditions, products, and yield As a reaction SMILES: [CH2:33]([O:34][CH2:35][CH3:36])[CH3:37].[CH3:20][C:21]([CH3:22])([O-:23])[CH3:24].[CH3:26][I:27].[K+:25].[NH:1]1[C:2](=[O:19])[CH2:3][O:4][CH:5]2[c:6]3[c:7]1[c:8]1[cH:9][cH:10][cH:11][cH:12][c:13]1[n:14][c:15]3[CH2:16][CH2:17][CH2:18]2.[O:28]1[CH2:29][CH2:30][CH2:31][CH2:32]1.[OH2:38]>>[N:1]1([CH3:20])[C:2](=[O:19])[CH2:3][O:4][CH:5]2[c:6]3[c:7]1[c:8]1[cH:9][cH:10][cH:11][cH:12][c:13]1[n:14][c:15]3[CH2:16][CH2:17][CH2:18]2. The product is CN1C(=O)COC2CCCc3nc4ccccc4c1c32. Reactants: CCOCC, CC(C)(C)[O-], CI, [K+], O=C1COC2CCCc3nc4ccccc4c(c32)N1, C1CCOC1, O. The reactants are BrC1=C(C2=C(S1)CCCC2)C(=O)O (2-bromo4,5,6,7-tetrahydrobenzo[b]thiophene-3-carboxylic acid), S(=O)(Cl)Cl (thionyl chloride), NC1=C(C=C(C=C1)F)O (2-amino-5-fluorophenol). Product: BrC1=C(C2=C(S1)CCCC2)C(=O)NC2=C(C=C(C=C2)F)O (2-bromo-4,5,6,7-tetrahydro-N-(4-fluoro-2-hydroxyphenyl)-benzo[b]thiophene-3-carboxamide). Reaction SMILES: [Br:1][C:2]1[S:6][C:5]2[CH2:7][CH2:8][CH2:9][CH2:10][C:4]=2[C:3]=1[C:11]([OH:13])=O.S(Cl)(Cl)=O.[NH2:18][C:19]1[CH:24]=[CH:23][C:22]([F:25])=[CH:21][C:20]=1[OH:26]>>[Br:1][C:2]1[S:6][C:5]2[CH2:7][CH2:8][CH2:9][CH2:10][C:4]=2[C:3]=1[C:11]([NH:18][C:19]1[CH:24]=[CH:23][C:22]([F:25])=[CH:21][C:20]=1[OH:26])=[O:13]. Procedure details: In the same manner as in Starting Material Synthesis Example 60 and using 2-bromo4,5,6,7-tetrahydrobenzo[b]thiophene-3-carboxylic acid, thionyl chloride and 2-amino-5-fluorophenol, 2-bromo-4,5,6,7-tetrahydro-N-(4-fluoro-2-hydroxyphenyl)-benzo[b]thiophene-3-carboxamide is obtained. Reactants: BrC=1C=C2CCC(NC2=CC1)=S (6-bromo-3,4-dihydroquinoline-2(1H)-thione), C(C)(=O)NN (acetic hydrazide), C1(CCCCC1)O (cyclohexanol). Run in O (water). The product is BrC=1C=C2CCC=3N(C2=CC1)C(=NN3)C (7-bromo-1-methyl-4,5-dihydro[1,2,4]triazolo[4,3-a]quinoline). RXN SMILES: [Br:1][C:2]1[CH:3]=[C:4]2[C:9](=[CH:10][CH:11]=1)[NH:8][C:7](=S)[CH2:6][CH2:5]2.[C:13]([NH:16][NH2:17])(=O)[CH3:14].C1(O)CCCCC1>O>[Br:1][C:2]1[CH:3]=[C:4]2[C:9](=[CH:10][CH:11]=1)[N:8]1[C:13]([CH3:14])=[N:16][N:17]=[C:7]1[CH2:6][CH2:5]2. Reported procedure: A flask containing the title compound from Example 22 Step A (100 mg, 0.413 mmol), acetic hydrazide (40.8 mg, 0.496 mmol) and cyclohexanol (2.00 ml, 0.413 mmol) was heated at reflux for 2 days. The reaction was then poured into water and extracted with ethyl acetate. The organic extracts were combined, washed with brine, dried over sodium sulfate, filtered and concentrated under reduced pressure. Purification by flash chromatography on silica gel (0-15% methanol in ethyl acetate) provided the ti... Reactants: C(C=C)O[C@@H]1C[C@@H](C2=CC(=CC=C12)OCCC)N ((1S,3R)-3-(allyloxy)-6-propoxy-2,3-dihydro-1H-inden-1-amine), C(C=C)O[C@@H]1C[C@@H](C2=CC(=CC=C12)OCCC)N ((1S,3R)-3-(allyloxy)-6-propoxy-2,3-dihydro-1H-inden-1-amine), FC=1C=C(C=C(C1)F)C[C@@H]([C@@H]1OC1)NC(OC(C)(C)C)=O (tert-butyl (S)-2-(3,5-difluorophenyl)-1-((S)-oxiran-2-yl)ethylcarbamate), C(C=C)O[C@@H]1C[C@@H](C2=CC(=CC=C12)OCCC)N ((1S,3R)-3-(allyloxy)-6-propoxy-2,3-dihydro-1H-inden-1-amine). The product is C(C=C)O[C@@H]1C[C@@H](C2=CC(=CC=C12)OCCC)NC[C@H]([C@H](CC1=CC(=CC(=C1)F)F)N)O ((2R,3S)-1-((1S,3R)-3-(allyloxy)-6-propoxy-2,3-dihydro-1H-inden-1-ylamino)-3-amino-4-(3,5-difluorophenyl)butan-2-ol). Yield: 66.0%. As a reaction SMILES: [CH2:1]([O:4][C@H:5]1[C:13]2[C:8](=[CH:9][C:10]([O:14][CH2:15][CH2:16][CH3:17])=[CH:11][CH:12]=2)[C@@H:7]([NH2:18])[CH2:6]1)[CH:2]=[CH2:3].[F:19][C:20]1[CH:21]=[C:22]([CH2:27][C@H:28]([NH:32]C(=O)OC(C)(C)C)[C@H:29]2[CH2:31][O:30]2)[CH:23]=[C:24]([F:26])[CH:25]=1>>[CH2:1]([O:4][C@H:5]1[C:13]2[C:8](=[CH:9][C:10]([O:14][CH2:15][CH2:16][CH3:17])=[CH:11][CH:12]=2)[C@@H:7]([NH:18][CH2:31][C@@H:29]([OH:30])[C@@H:28]([NH2:32])[CH2:27][C:22]2[CH:23]=[C:24]([F:26])[CH:25]=[C:20]([F:19])[CH:21]=2)[CH2:6]1)[CH:2]=[CH2:3]. Procedure: Step BA (1): (1S,3R)-3-(allyloxy)-6-propoxy-2,3-dihydro-1H-inden-1-amine (940 mg, 3.8 mmol, from Step AY (1)) was reacted with tert-butyl (S)-2-(3,5-difluorophenyl)-1-((S)-oxiran-2-yl)ethylcarbamate (1.0 g, 3.3 mmol) following a procedure analogous to Step AW (1) to afford, after purification, 1.2 g (66% yield) of (2R,3S)-1-((1S,3R)-3-(allyloxy)-6-propoxy-2,3-dihydro-1H-inden-1-ylamino)-3-amino-4-(3,5-difluorophenyl)butan-2-ol. LC-MS (M+H)+=547.20. 1H NMR (300 MHz, CDCl3) δ 0.9-1.1 (t, 3H) 1.3 (... Reactants: ClCCl, Cc1cc2ccccc2c(CCl)n1, O=C(OO)c1cccc(Cl)c1. Yields the product Cc1cc2ccccc2c(CCl)[n+]1[O-]. RXN SMILES: [CH2:25]([Cl:26])[Cl:27].[Cl:1][CH2:2][c:3]1[n:4][c:5]([CH3:13])[cH:6][c:7]2[cH:8][cH:9][cH:10][cH:11][c:12]12.[OH:14][O:15][C:16]([c:17]1[cH:18][c:19]([Cl:20])[cH:21][cH:22][cH:23]1)=[O:24]>>[Cl:1][CH2:2][c:3]1[n+:4]([O-:14])[c:5]([CH3:13])[cH:6][c:7]2[cH:8][cH:9][cH:10][cH:11][c:12]12. Starting materials: C(C)OC(\C=C\C=CC=CCCCCC)=O (trans-dodecatrienoic acid ethyl ester), 1-N, [OH-].[Na+] (sodium hydroxide), ClC1=CC(=CC=C1)C(=O)OO (m-chloroperbenzoic acid). The solvent is C(Cl)Cl (methylene chloride). Run at temperature 0 celsius, time 2 hour. Yields the product C(C)OC(\C=C\C=CCCCCCCC)=O (trans-dodecadienoic acid ethyl ester). As a reaction SMILES: [CH2:1]([O:3][C:4](=[O:16])/[CH:5]=[CH:6]/[CH:7]=[CH:8][CH:9]=[CH:10][CH2:11][CH2:12][CH2:13][CH2:14][CH3:15])[CH3:2].ClC1C=CC=C(C(OO)=O)C=1.[OH-].[Na+]>C(Cl)Cl>[CH2:1]([O:3][C:4](=[O:16])/[CH:5]=[CH:6]/[CH:7]=[CH:8][CH2:9][CH2:10][CH2:11][CH2:12][CH2:13][CH2:14][CH3:15])[CH3:2] |f:2.3|. Procedure details: 6 g of 3,7,11-trimethyl-2-cis/trans, 4-cis/trans-dodecatrienoic acid ethyl ester are dissolved in 75 ml of methylene chloride and treated portionwise with stirring at 0° C with 5 g of m-chloroperbenzoic acid (ca 80 percent). The mixture is subsequently stirred for a further 11/2 hours at 0° C. The reaction mixture is poured onto ice and 1-N aqueous sodium hydroxide and extracted with diethyl ether. The ether phase is washed neutral, dried and evaporated. The product is chromatographed on the 50-... Reactants: C(C)(=O)C1CC2=C(O1)C(C1=CC=CC(=C1C2=O)O)=O (2-acetyl-2,3-dihydro-5-hydroxynaphtho[2,3-b]furan-4,9-dione). The reagents and catalysts are [O-2].[O-2].[Mn+4] (manganese dioxide), [O-2].[O-2].[Mn+4] (manganese dioxide). Solvent: C(Cl)(Cl)Cl (chloroform). Yields the product C(C)(=O)C1=CC2=C(O1)C(C1=CC=CC(=C1C2=O)O)=O (2-acetyl-5-hydroxynaphtho[2,3-b]furan-4,9-dione). The yield is 52.0%. RXN SMILES: [C:1]([CH:4]1[O:8][C:7]2[C:9](=[O:19])[C:10]3[C:15]([C:16](=[O:17])[C:6]=2[CH2:5]1)=[C:14]([OH:18])[CH:13]=[CH:12][CH:11]=3)(=[O:3])[CH3:2]>C(Cl)(Cl)Cl.[O-2].[O-2].[Mn+4]>[C:1]([C:4]1[O:8][C:7]2[C:9](=[O:19])[C:10]3[C:15]([C:16](=[O:17])[C:6]=2[CH:5]=1)=[C:14]([OH:18])[CH:13]=[CH:12][CH:11]=3)(=[O:3])[CH3:2] |f:2.3.4|. Procedure: To a solution of 2-acetyl-2,3-dihydro-5-hydroxynaphtho[2,3-b]furan-4,9-dione (IX) (0.5 g, 1.95 mmol) in chloroform (50 mL) is added manganese dioxide manufactured by Aldrich (90% activated manganese dioxide, 10 micron, 10 g), and the resulting suspension is heated to reflux for 1 day. The suspension is cooled to room temperature, and then the mixture is filtered. The filtrate is evaporated in vacuo, and the residue is purified by silica gel column chromatography (eluent:chloroform) to give 2-ace... The reactants are FC1=CC=C(C=C1)C=1N=C2N(C=CC(=C2)C2CCN(CC2)C(=O)OCC2=CC=CC=C2)C1 (Benzyl 4[2-(4-fluorophenyl)imidazo[1,2-a]pyridin-7-yl]piperidine-1-carboxylate), CC(=O)OCC1=C2C=CC=CC2=C(C3=CC=CC=C31)COC(=O)C (acetic). The reagents and catalysts are S(O)(O)(=O)=O (sulfuric acid). Reaction conditions: temperature 140 celsius. Yields the product C(C)(=O)C1=C(N=C2N1C=CC(=C2)C2CCN(CC2)C(=O)OCC2=CC=CC=C2)C2=CC=C(C=C2)F (Benzyl 4-[3-acetyl-2-(4-fluorophenyl)imidazo[1,2-a]pyridin-7-yl]piperidine-1-carboxylate). As a reaction SMILES: [F:1][C:2]1[CH:7]=[CH:6][C:5]([C:8]2[N:9]=[C:10]3[CH:15]=[C:14]([CH:16]4[CH2:21][CH2:20][N:19]([C:22]([O:24][CH2:25][C:26]5[CH:31]=[CH:30][CH:29]=[CH:28][CH:27]=5)=[O:23])[CH2:18][CH2:17]4)[CH:13]=[CH:12][N:11]3[CH:32]=2)=[CH:4][CH:3]=1.[CH3:33][C:34](OCC1C2C(=CC=CC=2)C(COC(C)=O)=C2C=1C=CC=C2)=[O:35]>S(=O)(=O)(O)O>[C:34]([C:32]1[N:11]2[CH:12]=[CH:13][C:14]([CH:16]3[CH2:21][CH2:20][N:19]([C:22]([O:24][CH2:25][C:26]4[CH:31]=[CH:30][CH:29]=[CH:28][CH:27]=4)=[O:23])[CH2:18][CH2:17]3)=[CH:15][C:10]2=[N:9][C:8]=1[C:5]1[CH:6]=[CH:7][C:2]([F:1])=[CH:3][CH:4]=1)(=[O:35])[CH3:33]. Reported procedure: Imidazopyridine 34 (290 mg, 0.675 mmol) was dissolved in acetic (50 mL) in a 250 mL round bottom flask. Three drops of sulfuric acid were then added, and the reaction was heated to 140° C. for 24 hours. The reaction was then concentrated under reduced pressure, then diluted with both ethyl acetate and saturated sodium bicarbonate solution, and extracted repeatedly into ethyl acetate. Organic fractions were pooled, dried over sodium sulfate, filtered, and concentrated under reduced pressure. The ...